This data is from the Open Reaction Database (ORD), a public repository of structured organic reaction records. The task is: describe an organic reaction: reactants, conditions, products, and yield The reactants are C1(CC1)N1C=C(C(C2=CC(=C(C=C12)N1CC(NCC1)C1CC1)F)=O)C(=O)O (1-cyclopropyl-7-(3-cyclopropyl-1-piperazinyl) -6-fluoro-1,4-dihydro-4-oxo-3-quinolinecarboxylic acid), C=O (formaldehyde). Solvent: C(=O)O (formic acid). Reaction conditions: temperature 100 celsius. The product is C1(CC1)N1C=C(C(C2=CC(=C(C=C12)N1CC(N(CC1)C)C1CC1)F)=O)C(=O)O (1-Cyclopropyl-7-(3-cyclopropyl-4-methyl-1-piperazinyl) -6-fluoro-1,4-dihydro-4-oxo-3-quinolinecarboxylic acid). Reaction SMILES: [CH:1]1([N:4]2[C:13]3[C:8](=[CH:9][C:10]([F:23])=[C:11]([N:14]4[CH2:19][CH2:18][NH:17][CH:16]([CH:20]5[CH2:22][CH2:21]5)[CH2:15]4)[CH:12]=3)[C:7](=[O:24])[C:6]([C:25]([OH:27])=[O:26])=[CH:5]2)[CH2:3][CH2:2]1.[CH2:28]=O>C(O)=O>[CH:1]1([N:4]2[C:13]3[C:8](=[CH:9][C:10]([F:23])=[C:11]([N:14]4[CH2:19][CH2:18][N:17]([CH3:28])[CH:16]([CH:20]5[CH2:21][CH2:22]5)[CH2:15]4)[CH:12]=3)[C:7](=[O:24])[C:6]([C:25]([OH:27])=[O:26])=[CH:5]2)[CH2:2][CH2:3]1. Procedure details: A mixture of 210 mg of 1-cyclopropyl-7-(3-cyclopropyl-1-piperazinyl) -6-fluoro-1,4-dihydro-4-oxo-3-quinolinecarboxylic acid, 0.24 ml of 37% formaldehyde and 0.30 ml of 90% formic acid was heated at 100° C. for 4 hours, then allowed to cool and the excess reagents removed under reduced pressure. Water was added and the pH adjusted to 7 with 1N sodium hydroxide. The mixture was then extracted several times with chloroform:methanol (95:5), the extracts combined, dried, filtered and evaporated. The ... Reactants: C(C)(C)(C)[O-].[K+] (potassium tert-butanolate), [I-].C1(=CC=CC=C1)C(C1=CC=CC=C1)(C1=CC=CC=C1)[PH3+] (triphenylmethylphosphonium iodide), C(=O)(OC(C)(C)C)N1CC(CCC1)=O (N-Boc-3-piperidone). Solvent: C1(=CC=CC=C1)C (toluene), C1(=CC=CC=C1)C (toluene). The product is C(=O)(OC(C)(C)C)N1CC(CCC1)=C (N-Boc-3-methylenepiperidine). The yield is 70.7%. RXN SMILES: [I-].C1([C:8]([PH3+])([C:15]2[CH:20]=C[CH:18]=[CH:17][CH:16]=2)C2C=CC=CC=2)C=CC=CC=1.C([O-])(C)(C)C.[K+].[C:28]([N:35]1CCCC(=O)C1)([O:30][C:31]([CH3:34])([CH3:33])[CH3:32])=[O:29]>C1(C)C=CC=CC=1>[C:28]([N:35]1[CH2:18][CH2:17][CH2:16][C:15](=[CH2:20])[CH2:8]1)([O:30][C:31]([CH3:34])([CH3:33])[CH3:32])=[O:29] |f:0.1,2.3|. Procedure: To a mixture of triphenylmethylphosphonium iodide (22.14 g) in toluene (135 ml) was added potassium tert-butanolate (5.32 g). The solution turned to orange. Then N-Boc-3-piperidone (6.0 g) in toluene (66 ml) was dropped into the solution under argon, at 30° C. The reaction was filtered and washed with water (200 ml, 2×) and then diluted by HCl (1M), dried with anhydrous sodium sulfate. The solution was purified by flash chromatography (silica gel, PE:EA=15:1) to obtain N-Boc-3-methylenepiperidin... Reactants: CC1=NN2C(NC(C3=C2C=CN=C3)=O)=C1 (2-methylpyrazolo[1,5-a]pyrido[3,4-e]pyrimidin5(4H)-one), C([O-])([O-])=O.[K+].[K+] (potassium carbonate), CI (methyl iodide), CN(C=O)C (dimethylformamide). The solvent is O (water). Product: CC1=NN2C(N(C(C3=C2C=CN=C3)=O)C)=C1 (2,4-Dimethylpyrazolo[1,5-a]pyrido[3,4-e]pyrimidin-5(4H)-one). Reaction SMILES: [CH3:1][C:2]1[CH:15]=[C:5]2[NH:6][C:7](=[O:14])[C:8]3[CH:13]=[N:12][CH:11]=[CH:10][C:9]=3[N:4]2[N:3]=1.CI.[CH3:18]N(C)C=O.C(=O)([O-])[O-].[K+].[K+]>O>[CH3:1][C:2]1[CH:15]=[C:5]2[N:6]([CH3:18])[C:7](=[O:14])[C:8]3[CH:13]=[N:12][CH:11]=[CH:10][C:9]=3[N:4]2[N:3]=1 |f:3.4.5|. Reported procedure: 2 g. of 2-methylpyrazolo[1,5-a]pyrido[3,4-e]pyrimidin5(4H)-one are treated with 2 g. of methyl iodide in 20 ml. of dimethylformamide in the presence of 2 g. of potassium carbonate at 70° with stirring for 12 hours. The mixture is cooled to room temperature, 20 ml. of water are added and the precipitated 2,4-dimethylpyrazolo[1,5-a]pyrido[3,4-e]pyrimidin-5(4H)-one is filtered off, yield: 1.5 g. (70%); m.p. > 300° (DMF). Starting materials: O=C([O-])[O-], COc1c2c(c(OC)c(OC)c1OC)CC(CCCCCCCCI)C2, [K+], [K+], CN(C)C=O, O, c1ccc(C(c2ccccc2)N2CCNCC2)cc1. The product is COc1c2c(c(OC)c(OC)c1OC)CC(CCCCCCCCN1CCN(C(c3ccccc3)c3ccccc3)CC1)C2. As a reaction SMILES: [C:46](=[O:47])([O-:48])[O-:49].[I:1][CH2:2][CH2:3][CH2:4][CH2:5][CH2:6][CH2:7][CH2:8][CH2:9][CH:10]1[CH2:11][c:12]2[c:13]([O:25][CH3:26])[c:14]([O:23][CH3:24])[c:15]([O:21][CH3:22])[c:16]([O:19][CH3:20])[c:17]2[CH2:18]1.[K+:50].[K+:51].[O:52]=[CH:53][N:54]([CH3:55])[CH3:56].[OH2:57].[c:27]1([CH:33]([N:34]2[CH2:35][CH2:36][NH:37][CH2:38][CH2:39]2)[c:40]2[cH:41][cH:42][cH:43][cH:44][cH:45]2)[cH:28][cH:29][cH:30][cH:31][cH:32]1>>[CH2:2]([CH2:3][CH2:4][CH2:5][CH2:6][CH2:7][CH2:8][CH2:9][CH:10]1[CH2:11][c:12]2[c:13]([O:25][CH3:26])[c:14]([O:23][CH3:24])[c:15]([O:21][CH3:22])[c:16]([O:19][CH3:20])[c:17]2[CH2:18]1)[N:37]1[CH2:36][CH2:35][N:34]([CH:33]([c:27]2[cH:28][cH:29][cH:30][cH:31][cH:32]2)[c:40]2[cH:41][cH:42][cH:43][cH:44][cH:45]2)[CH2:39][CH2:38]1. Starting materials: O=C([O-])[O-], Nc1ncnc2c1c(I)cn2C1CC(CN2CCC2)C1, [Na+], [Na+], CN(C)C=O, O, CC1(C)OB(c2ccc3ccc(-c4ccccc4)nc3c2)OC1(C)C, c1ccc(P(c2ccccc2)(c2ccccc2)[Pd](P(c2ccccc2)(c2ccccc2)c2ccccc2)(P(c2ccccc2)(c2ccccc2)c2ccccc2)P(c2ccccc2)(c2ccccc2)c2ccccc2)cc1. Yields the product Nc1ncnc2c1c(-c1ccc3ccc(-c4ccccc4)nc3c1)cn2C1CC(CN2CCC2)C1. RXN SMILES: [C:51](=[O:52])([O-:53])[O-:54].[N:6]1([CH2:10][CH:11]2[CH2:12][CH:13]([n:15]3[cH:16][c:17]([I:25])[c:18]4[c:19]3[n:20][cH:21][n:22][c:23]4[NH2:24])[CH2:14]2)[CH2:7][CH2:8][CH2:9]1.[Na+:55].[Na+:56].[O:1]=[CH:2][N:3]([CH3:4])[CH3:5].[OH2:134].[c:26]1(-[c:32]2[n:33][c:34]3[cH:35][c:36]([B:42]4[O:43][C:44]([CH3:45])([CH3:46])[C:47]([CH3:48])([CH3:49])[O:50]4)[cH:37][cH:38][c:39]3[cH:40][cH:41]2)[cH:27][cH:28][cH:29][cH:30][cH:31]1.[cH:57]1[cH:58][cH:59][c:60]([P:61]([Pd:62]([P:63]([c:64]2[cH:65][cH:66][cH:67][cH:68][cH:69]2)([c:70]2[cH:71][cH:72][cH:73][cH:74][cH:75]2)[c:76]2[cH:77][cH:78][cH:79][cH:80][cH:81]2)([P:82]([c:83]2[cH:84][cH:85][cH:86][cH:87][cH:88]2)([c:89]2[cH:90][cH:91][cH:92][cH:93][cH:94]2)[c:95]2[cH:96][cH:97][cH:98][cH:99][cH:100]2)[P:101]([c:102]2[cH:103][cH:104][cH:105][cH:106][cH:107]2)([c:108]2[cH:109][cH:110][cH:111][cH:112][cH:113]2)[c:114]2[cH:115][cH:116][cH:117][cH:118][cH:119]2)([c:120]2[cH:121][cH:122][cH:123][cH:124][cH:125]2)[c:126]2[cH:127][cH:128][cH:129][cH:130][cH:131]2)[cH:132][cH:133]1>>[N:6]1([CH2:10][CH:11]2[CH2:12][CH:13]([n:15]3[cH:16][c:17](-[c:36]4[cH:35][c:34]5[n:33][c:32](-[c:26]6[cH:27][cH:28][cH:29][cH:30][cH:31]6)[cH:41][cH:40][c:39]5[cH:38][cH:37]4)[c:18]4[c:19]3[n:20][cH:21][n:22][c:23]4[NH2:24])[CH2:14]2)[CH2:7][CH2:8][CH2:9]1. Reactants: C1CCNCC1, COc1ccc(C=O)cc1OC, CCO, N#CCc1ccccn1. The product is COc1ccc(C=C(C#N)c2ccccn2)cc1OC. RXN SMILES: [CH2:22]1[CH2:23][CH2:24][NH:25][CH2:26][CH2:27]1.[CH3:1][O:2][c:3]1[cH:4][cH:5][c:6]([CH:7]=[O:8])[cH:9][c:10]1[O:11][CH3:12].[CH3:28][CH2:29][OH:30].[n:13]1[c:14]([CH2:19][C:20]#[N:21])[cH:15][cH:16][cH:17][cH:18]1>>[CH3:1][O:2][c:3]1[cH:4][cH:5][c:6]([CH:7]=[C:19]([c:14]2[n:13][cH:18][cH:17][cH:16][cH:15]2)[C:20]#[N:21])[cH:9][c:10]1[O:11][CH3:12].